This data is from the Open Reaction Database (ORD), a public repository of structured organic reaction records. The task is: describe an organic reaction: reactants, conditions, products, and yield Starting materials: C(C)OC(=O)C1(NNC=C1)N (3-amino-1H-pyrazole-3-carboxylic acid ethyl ester), BrCCC1=CC=CC=C1 (2-bromoethylbenzene), C([O-])([O-])=O.[Cs+].[Cs+] (cesium carbonate), CN(C=O)C (N,N-dimethylformamide). Product: C(C)OC(=O)C1=NN(C(=C1)N)CCC1=CC=CC=C1 (5-amino-1-phenethyl-1H-pyrazole-3-carboxylic acid ethyl ester). The yield is 35.0%. As a reaction SMILES: [CH2:1]([O:3][C:4]([C:6]1(N)[CH:10]=[CH:9][NH:8][NH:7]1)=[O:5])[CH3:2].Br[CH2:13][CH2:14][C:15]1[CH:20]=[CH:19][CH:18]=[CH:17][CH:16]=1.C(=O)([O-])[O-].[Cs+].[Cs+].C[N:28](C)C=O>>[CH2:1]([O:3][C:4]([C:6]1[CH:10]=[C:9]([NH2:28])[N:8]([CH2:13][CH2:14][C:15]2[CH:20]=[CH:19][CH:18]=[CH:17][CH:16]=2)[N:7]=1)=[O:5])[CH3:2] |f:2.3.4|. Procedure: 200 mg (1.3 mM) of 3-amino-1H-pyrazole-3-carboxylic acid ethyl ester was dissolved in 3 ml of N,N-dimethylformamide, to which 0.21 ml (1.6 mM, 1.2 eq) of 2-bromoethylbenzene and 840 mg (2.6 mM, 2.0 eq) of cesium carbonate were added dropwise, and the resulting mixture was stirred under a nitrogen atmosphere for a day. The solvent was distilled off under reduced pressure, and the resultant was extracted with ethyl acetate and brine. The organic solvent layer was dried over anhydrous sodium sulfat... Starting materials: [Br-], C#C[Mg+], C1CCOC1, CCOCC, O=Cc1ccccc1, [Cl-], [NH4+]. As a reaction SMILES: [Br-:9].[C:10](#[CH:11])[Mg+:12].[CH2:15]1[O:16][CH2:17][CH2:18][CH2:19]1.[CH2:20]([O:21][CH2:22][CH3:23])[CH3:24].[CH:1](=[O:2])[c:3]1[cH:4][cH:5][cH:6][cH:7][cH:8]1.[Cl-:13].[NH4+:14]>>[CH:1]([OH:2])([c:3]1[cH:4][cH:5][cH:6][cH:7][cH:8]1)[C:10]#[CH:11]. Product: C#CC(O)c1ccccc1. Product: C1(CC1)C1=NC2=CC=C(C=C2C=N1)C(=O)O (2-Cyclopropylquinazoline-6-carboxylic acid), carboxylic acid. Procedure: Into 8 ml of 2-propanol and 1 ml of water were dissolved 210 mg of 2-cyclopropylquinazoline-6-carbonitrile and 450 mg of potassium hydroxide, followed by heating under refluxing overnight. Hydrochloric acid was added thereto and the solvent was removed by evaporation to obtain the title compound as a crude carboxylic acid. The solvent is O (water). As a reaction SMILES: C[CH:2]([OH:4])[CH3:3].[CH:5]1([C:8]2[N:17]=[CH:16][C:15]3[C:10](=[CH:11][CH:12]=C(C#N)[CH:14]=3)[N:9]=2)[CH2:7][CH2:6]1.[OH-:20].[K+].Cl>O>[CH:5]1([C:8]2[N:17]=[CH:16][C:15]3[C:10](=[CH:11][CH:12]=[C:3]([C:2]([OH:4])=[O:20])[CH:14]=3)[N:9]=2)[CH2:7][CH2:6]1 |f:2.3|. Starting materials: Cl (Hydrochloric acid), CC(C)O (2-propanol), C1(CC1)C1=NC2=CC=C(C=C2C=N1)C#N (2-cyclopropylquinazoline-6-carbonitrile), [OH-].[K+] (potassium hydroxide). The reactants are O=C1OC(=O)c2ccccc21, C1COCCO1, Nc1nc[nH]n1. Product: O=C1c2ccccc2C(=O)N1c1nnc[nH]1. RXN SMILES: [C:7]1(=[O:17])[O:8][C:9](=[O:16])[c:10]2[cH:11][cH:12][cH:13][cH:14][c:15]21.[CH2:18]1[O:19][CH2:20][CH2:21][O:22][CH2:23]1.[NH2:1][c:2]1[n:3][nH:4][cH:5][n:6]1>>[N:1]1([c:2]2[n:3][n:4][cH:5][nH:6]2)[C:7](=[O:8])[c:15]2[c:10]([cH:11][cH:12][cH:13][cH:14]2)[C:9]1=[O:16].